Task: describe an organic reaction: reactants, conditions, products, and yield. Dataset: the Open Reaction Database (ORD), a public repository of structured organic reaction records The reactants are COC(C)(C)C, C1CCOC1, CC(C)[N-]C(C)C, CC(C)=CCC1(C)CCC=C(C)C1=O, CI, [Li+]. Yields the product CC(C)=CCC1(C)CC=CC(C)(C)C1=O. As a reaction SMILES: [C:30]([O:31][CH3:32])([CH3:33])([CH3:34])[CH3:35].[CH2:25]1[O:26][CH2:27][CH2:28][CH2:29]1.[CH3:16][CH:17]([N-:18][CH:19]([CH3:20])[CH3:21])[CH3:22].[CH3:1][C:2]1=[CH:7][CH2:6][CH2:5][C:4]([CH2:8][CH:9]=[C:10]([CH3:11])[CH3:12])([CH3:13])[C:3]1=[O:14].[CH3:23][I:24].[Li+:15]>>[CH3:1][C:2]1([CH3:16])[C:3](=[O:14])[C:4]([CH2:8][CH:9]=[C:10]([CH3:11])[CH3:12])([CH3:13])[CH2:5][CH:6]=[CH:7]1. Starting materials: FC1=CC=C(CC=2C=C(C(=NC2)C(=O)OCC)NCCN2C(CCC2)=O)C=C1 (ethyl 5-(4-fluorobenzyl)-3-{[2-(2-oxopyrrolidin-1-yl)ethyl]amino}pyridine-2-carboxylate), ClC(CC(=O)OCC)=O (ethyl 3-chloro-3-oxopropionate). The product is FC1=CC=C(CC2=CN=C3C(=C(C(N(C3=C2)CCN2C(CCC2)=O)=O)C(=O)OCC)O)C=C1 (ethyl 7-(4-fluorobenzyl)-4-hydroxy-2-oxo-1-[2-(2-oxopyrrolidin-1-yl)ethyl]-1,2-dihydro-1,5-naphthyridine-3-carboxylate). RXN SMILES: [F:1][C:2]1[CH:28]=[CH:27][C:5]([CH2:6][C:7]2[CH:8]=[C:9]([NH:18][CH2:19][CH2:20][N:21]3[CH2:25][CH2:24][CH2:23][C:22]3=[O:26])[C:10]([C:13](OCC)=[O:14])=[N:11][CH:12]=2)=[CH:4][CH:3]=1.Cl[C:30](=[O:37])[CH2:31][C:32]([O:34][CH2:35][CH3:36])=[O:33]>>[F:1][C:2]1[CH:3]=[CH:4][C:5]([CH2:6][C:7]2[CH:8]=[C:9]3[C:10]([C:13]([OH:14])=[C:31]([C:32]([O:34][CH2:35][CH3:36])=[O:33])[C:30](=[O:37])[N:18]3[CH2:19][CH2:20][N:21]3[CH2:25][CH2:24][CH2:23][C:22]3=[O:26])=[N:11][CH:12]=2)=[CH:27][CH:28]=1. Reported procedure: This compound was prepared from ethyl 5-(4-fluorobenzyl)-3-{[2-(2-oxopyrrolidin-1-yl)ethyl]amino}pyridine-2-carboxylate and ethyl 3-chloro-3-oxopropionate in a manner similar to that described in Example 1, Steps 10-11 and was obtained as a white solid: 1H NMR (CDCl3) δ 8.50 (1H, d, J=1.4 Hz), 8.11 (1H, s), 7.26 (2H, m), 7.00 (2H, ddd, J˜9, 9, 2 Hz), 4.52 (2H, q, J=7 Hz), 4.33 (2H, br t, J˜7 Hz), 4.14 (2H, s), 3.52-3.44 (4H, m), 2.35 (2H, t, J=8 Hz), 2.00 (2H, m), 1.48 (3H, t, J=7 Hz); HRMS calc... Starting materials: CCO, Cc1ccc(-c2cc(Cl)c3cc(C)ccc3n2)cc1, NC(=O)C1CCNCC1, O, Oc1ccccc1. Yields the product Cc1ccc(-c2cc(N3CCC(C(N)=O)CC3)c3cc(C)ccc3n2)cc1. As a reaction SMILES: [CH3:36][CH2:37][OH:38].[Cl:1][c:2]1[cH:3][c:4](-[c:13]2[cH:14][cH:15][c:16]([CH3:19])[cH:17][cH:18]2)[n:5][c:6]2[cH:7][cH:8][c:9]([CH3:12])[cH:10][c:11]12.[NH:20]1[CH2:21][CH2:22][CH:23]([C:24](=[O:25])[NH2:26])[CH2:27][CH2:28]1.[OH2:39].[OH:29][c:30]1[cH:31][cH:32][cH:33][cH:34][cH:35]1>>[c:2]1([N:20]2[CH2:21][CH2:22][CH:23]([C:24](=[O:25])[NH2:26])[CH2:27][CH2:28]2)[cH:3][c:4](-[c:13]2[cH:14][cH:15][c:16]([CH3:19])[cH:17][cH:18]2)[n:5][c:6]2[cH:7][cH:8][c:9]([CH3:12])[cH:10][c:11]12. Starting materials: [OH-].[Li+] (lithium hydroxide), CO (methanol), FC=1C=C(C=C(C1)C1(CCOCC1)C(=O)OCC)OCC1=CC=C(C=C1)N1C(=NC=C1)C (Ethyl 4-[5-fluoro-3-[4-(2-methylimidazol-1-yl)benzyloxy]phenyl]-3,4,5,6-tetrahydro-2H-pyran-4-carboxylate), Cl (hydrogen chloride). Run in C1CCOC1 (THF). Conditions: temperature 0 celsius. The product is FC=1C=C(C=C(C1)C1(CCOCC1)C(=O)O)OCC1=CC=C(C=C1)N1C(=NC=C1)C (4-[5-Fluoro-3-[4-(2-methylimidazol-1-yl)benzyloxy]phenyl]-3,4,5,6-tetrahydro-2H-pyran-4-carboxylic acid). The yield is 9.6%. As a reaction SMILES: [F:1][C:2]1[CH:3]=[C:4]([O:19][CH2:20][C:21]2[CH:26]=[CH:25][C:24]([N:27]3[CH:31]=[CH:30][N:29]=[C:28]3[CH3:32])=[CH:23][CH:22]=2)[CH:5]=[C:6]([C:8]2([C:14]([O:16]CC)=[O:15])[CH2:13][CH2:12][O:11][CH2:10][CH2:9]2)[CH:7]=1.[OH-].[Li+].CO.Cl>C1COCC1>[F:1][C:2]1[CH:3]=[C:4]([O:19][CH2:20][C:21]2[CH:26]=[CH:25][C:24]([N:27]3[CH:31]=[CH:30][N:29]=[C:28]3[CH3:32])=[CH:23][CH:22]=2)[CH:5]=[C:6]([C:8]2([C:14]([OH:16])=[O:15])[CH2:9][CH2:10][O:11][CH2:12][CH2:13]2)[CH:7]=1 |f:1.2|. Reported procedure: A stirred mixture of ethyl 4-[5-fluoro-3-[4-(2-methylimidazol-1-yl)benzyloxy]phenyl]-3,4,5,6-tetrahydro-2H-pyran-4-carboxylate (Example 2) (1.10 g, 25 mmol), an aqueous solution of lithium hydroxide (0.13 g, 30 mmol, 5 ml), methanol (15 ml) and THF (15 ml) was refluxed for 24 hr. The reaction mixture was neutralized with 1N hydrogen chloride. Volatiles were removed by evaporation under reduced pressure. The residue was suspended into a mixture of water (20 ml) and phosphate buffer (pH=7, 5 ml) a... Reactants: CC(C(=O)N1CCCC(NC(=O)OC(C)(C)C)C1)N1CCC(NS(=O)(=O)c2ccc3cc(Cl)ccc3c2)C1=O, ClCCl, O=C(O)C(F)(F)F. Product: CC(C(=O)N1CCCC(N)C1)N1CCC(NS(=O)(=O)c2ccc3cc(Cl)ccc3c2)C1=O. Reaction SMILES: [Cl:1][c:2]1[cH:3][c:4]2[cH:5][cH:6][c:7]([S:12](=[O:13])(=[O:14])[NH:15][CH:16]3[C:17](=[O:39])[N:18]([CH:21]([C:22](=[O:23])[N:24]4[CH2:25][CH:26]([NH:30][C:31](=[O:32])[O:33][C:34]([CH3:35])([CH3:36])[CH3:37])[CH2:27][CH2:28][CH2:29]4)[CH3:38])[CH2:19][CH2:20]3)[cH:8][c:9]2[cH:10][cH:11]1.[Cl:47][CH2:48][Cl:49].[OH:40][C:41]([C:42]([F:43])([F:44])[F:45])=[O:46]>>[Cl:1][c:2]1[cH:3][c:4]2[cH:5][cH:6][c:7]([S:12](=[O:13])(=[O:14])[NH:15][CH:16]3[C:17](=[O:39])[N:18]([CH:21]([C:22](=[O:23])[N:24]4[CH2:25][CH:26]([NH2:30])[CH2:27][CH2:28][CH2:29]4)[CH3:38])[CH2:19][CH2:20]3)[cH:8][c:9]2[cH:10][cH:11]1. Starting materials: O.O.O.O.O.O.O.O.[OH-].[Ba+2].[OH-] (barium hydroxide octahydrate), Br.CN(CCBr)C (2-dimethylaminoethyl bromide, hydrobromide), Br.CN(CCBr)C (2-dimethylaminoethyl bromide, hydrobromide), FC(C=1C=CC2=C(CC(C(C(N2)=O)O)C2=CC=C(C=C2)OC)C1)(F)F (7-(trifluoromethyl)-1,3,4,5-tetrahydro-3-hydroxy-4-(4-methoxyphenyl)-2H-1-benzazepin-2-one), ClCCl (dichloromethane). Reagents/catalysts: [Cl-].C(C1=CC=CC=C1)[N+](C)(C)C (benzyl trimethylammonium chloride). The solvent is O (water), O (water). Run at time 72 hour. Yields the product Cl.O[C@@H]1C(N(C2=C(C[C@@H]1C1=CC=C(C=C1)OC)C=C(C=C2)C(F)(F)F)CCN(C)C)=O ((cis)-3-(Hydroxy)-1-[2-(dimethylamino)ethyl]-1,3,4,5-tetrahydro-4-(4-methoxyphenyl)-7-(trifluormethyl)-2H-1-benzazepin-2-one, monohydrochloride). Reaction SMILES: [F:1][C:2]([F:25])([F:24])[C:3]1[CH:4]=[CH:5][C:6]2[NH:12][C:11](=[O:13])[CH:10]([OH:14])[CH:9]([C:15]3[CH:20]=[CH:19][C:18]([O:21][CH3:22])=[CH:17][CH:16]=3)[CH2:8][C:7]=2[CH:23]=1.O.O.O.O.O.O.O.O.[OH-].[Ba+2].[OH-].Br.[CH3:38][N:39]([CH3:43])[CH2:40][CH2:41]Br.[Cl:44]CCl>[Cl-].C([N+](C)(C)C)C1C=CC=CC=1.O>[ClH:44].[OH:14][C@H:10]1[C@@H:9]([C:15]2[CH:20]=[CH:19][C:18]([O:21][CH3:22])=[CH:17][CH:16]=2)[CH2:8][C:7]2[CH:23]=[C:3]([C:2]([F:1])([F:24])[F:25])[CH:4]=[CH:5][C:6]=2[N:12]([CH2:41][CH2:40][N:39]([CH3:43])[CH3:38])[C:11]1=[O:13] |f:1.2.3.4.5.6.7.8.9.10.11,12.13,15.16,18.19|. Procedure: A suspension of 7-(trifluoromethyl)-1,3,4,5-tetrahydro-3-hydroxy-4-(4-methoxyphenyl)-2H-1-benzazepin-2-one (1.0 g, 2.85 mmol; see Example 28E) in 20 ml of dichloromethane was treated with 3.6 ml of water followed by the addition of barium hydroxide octahydrate (1.89 g, 5.99 mmol) and benzyl trimethylammonium chloride (0.12 g, 0.63 mmol). A solution of 2-dimethylaminoethyl bromide, hydrobromide in 2 ml of water was added portionwise with a pipette. Vigorous stirring under argon was carried out fo... Starting materials: Clc1nc2ccccc2[nH]1, Nc1cc(F)cc(F)c1. Product: Cl, Fc1cc(F)cc(Nc2nc3ccccc3[nH]2)c1. RXN SMILES: [Cl:1][c:2]1[nH:3][c:4]2[c:5]([n:6]1)[cH:7][cH:8][cH:9][cH:10]2.[F:11][c:12]1[cH:13][c:14]([NH2:15])[cH:16][c:17]([F:19])[cH:18]1>>[ClH:1].[c:2]1([NH:15][c:14]2[cH:13][c:12]([F:11])[cH:18][c:17]([F:19])[cH:16]2)[nH:3][c:4]2[c:5]([n:6]1)[cH:7][cH:8][cH:9][cH:10]2. The reactants are FC(C=1C=CC2=C(CCC(CC2)N)C1)(F)F (2-trifluoromethyl-7-amino-6,7,8,9-tetrahydro-[5H]-benzocycloheptene), BrCC(=O)OCC (ethyl bromoacetate). The solvent is C1=CC=CC=C1 (benzene). Yields the product FC(C=1C=CC2=C(CCC(CC2)NCC(=O)OCC)C1)(F)F (2-trifluoromethyl-7-(N-ethoxycarbonylmethylamino)-6,7,8,9-tetrahydro-[5H]-benzocycloheptene). Yield: 85.9%. RXN SMILES: [F:1][C:2]([F:16])([F:15])[C:3]1[CH:4]=[CH:5][C:6]2[CH2:12][CH2:11][CH:10]([NH2:13])[CH2:9][CH2:8][C:7]=2[CH:14]=1.Br[CH2:18][C:19]([O:21][CH2:22][CH3:23])=[O:20]>C1C=CC=CC=1>[F:1][C:2]([F:15])([F:16])[C:3]1[CH:4]=[CH:5][C:6]2[CH2:12][CH2:11][CH:10]([NH:13][CH2:18][C:19]([O:21][CH2:22][CH3:23])=[O:20])[CH2:9][CH2:8][C:7]=2[CH:14]=1. Procedure: 458.5 g (2 mols) of 2-trifluoromethyl-7-amino-6,7,8,9-tetrahydro-[5H]-benzocycloheptene are dissolved in 2000 ml of anhydrous benzene. One mol of ethyl bromoacetate is added thereto and the whole is heated under reflux. A precipitate forms. The refluxing is maintained for 4 hours, then the mixture is allowed to return to room temperature. The hydrobromide precipitate of the starting amine is filtered off and washed in benzene then ether. The solvent is distilled off from the filtrate. The oil ob... Starting materials: C(CCCCCCCCC)OC=1C=C(C(=O)O)C=CC1 (3-(decyloxy)benzoic acid), acid chloride, N(CC(=O)OC)CC(=O)OC (dimethyl iminodiacetate). Product: COC(CN(C(C1=CC(=CC=C1)OCCCCCCCCCC)=O)CC(=O)OC)=O (N-(2-methoxy-2-oxoethyl)-N-[3-(decyloxy)benzoyl]glycine methyl ester). RXN SMILES: [CH2:1]([O:11][C:12]1[CH:13]=[C:14]([CH:18]=[CH:19][CH:20]=1)[C:15]([OH:17])=O)[CH2:2][CH2:3][CH2:4][CH2:5][CH2:6][CH2:7][CH2:8][CH2:9][CH3:10].[NH:21]([CH2:27][C:28]([O:30][CH3:31])=[O:29])[CH2:22][C:23]([O:25][CH3:26])=[O:24]>>[CH3:31][O:30][C:28](=[O:29])[CH2:27][N:21]([CH2:22][C:23]([O:25][CH3:26])=[O:24])[C:15](=[O:17])[C:14]1[CH:18]=[CH:19][CH:20]=[C:12]([O:11][CH2:1][CH2:2][CH2:3][CH2:4][CH2:5][CH2:6][CH2:7][CH2:8][CH2:9][CH3:10])[CH:13]=1. Procedure details: The conversion of 3-(decyloxy)benzoic acid to the acid chloride followed by treatment with dimethyl iminodiacetate as in Example 1 gave N-(2-methoxy-2-oxoethyl)-N-[3-(decyloxy)benzoyl]glycine methyl ester as an oil. The nmr and mass spectra were consistent with the structure. The reactants are OCCBr, CCO, Nc1nc2ccc(OC(F)(F)F)cc2s1, N=c1sc2cc(OC(F)(F)F)ccc2n1CCO. The product is Br, N=c1sc2cc(OC(F)(F)F)ccc2n1CCO. Reaction SMILES: [Br:34][CH2:35][CH2:36][OH:37].[CH3:38][CH2:39][OH:40].[NH2:19][c:20]1[s:21][c:22]2[cH:23][c:24]([O:25][C:26]([F:27])([F:28])[F:29])[cH:30][cH:31][c:32]2[n:33]1.[NH:1]=[c:2]1[s:3][c:4]2[c:5]([n:6]1[CH2:7][CH2:8][OH:9])[cH:10][cH:11][c:12]([O:14][C:15]([F:16])([F:17])[F:18])[cH:13]2>>[BrH:34].[NH:1]=[c:2]1[s:3][c:4]2[c:5]([n:6]1[CH2:7][CH2:8][OH:9])[cH:10][cH:11][c:12]([O:14][C:15]([F:16])([F:17])[F:18])[cH:13]2.